Dataset: the Open Reaction Database (ORD), a public repository of structured organic reaction records. Task: describe an organic reaction: reactants, conditions, products, and yield Reactants: nitrile, C(#N)C=1OC2=C(C(C1)=O)C=CC=C2COC2=CC=C(C=C2)OCC2=NC1=CC=CC=C1C=C2 (2-cyano-8-(4-(quinolin-2-ylmethoxy)phenoxymethyl)-4-oxo-4H-1-benzopyran), N1N=NN=C1 (tetrazole). The product is N1=C(C=CC2=CC=CC=C12)COC1=CC=C(OCC2=CC=CC=3C(C=C(OC32)C3=NN=NN3)=O)C=C1 (5-(8-(4-(quinolin-2-ylmethoxy)phenoxymethyl)- 4-oxo-4H-1-benzopyran-2-yl)tetrazole). As a reaction SMILES: [C:1]([C:3]1[O:4][C:5]2[C:13]([CH2:14][O:15][C:16]3[CH:21]=[CH:20][C:19]([O:22][CH2:23][C:24]4[CH:33]=[CH:32][C:31]5[C:26](=[CH:27][CH:28]=[CH:29][CH:30]=5)[N:25]=4)=[CH:18][CH:17]=3)=[CH:12][CH:11]=[CH:10][C:6]=2[C:7](=[O:9])[CH:8]=1)#[N:2].[NH:34]1C=N[N:36]=[N:35]1>>[N:25]1[C:26]2[C:31](=[CH:30][CH:29]=[CH:28][CH:27]=2)[CH:32]=[CH:33][C:24]=1[CH2:23][O:22][C:19]1[CH:18]=[CH:17][C:16]([O:15][CH2:14][C:13]2[C:5]3[O:4][C:3]([C:1]4[NH:36][N:35]=[N:34][N:2]=4)=[CH:8][C:7](=[O:9])[C:6]=3[CH:10]=[CH:11][CH:12]=2)=[CH:21][CH:20]=1. Reported procedure: When the nitrile of Example 12, Step 7 is replaced with the cyano product from Example 33, Step 4 above, 5- 8-(4-(quinolin-2-ylmethoxy)phenoxymethyl)-4-oxo-4H-1- benzopyran-2-yl)tetrazole is obtained; m.p. >250° C. The reactants are C(CCC)C=1C=C(C(=CC1)OC)OC (4-n-butylveratrole), C(C)(=O)O (acetic acid), Br (hydrobromic acid). Solvent: O (water). The product is C(CCC)C=1C=C(C(O)=CC1)O (4-n-butylcatechol). Isolated yield 80.6%. Reaction SMILES: [CH2:1]([C:5]1[CH:6]=[C:7]([O:13]C)[C:8]([O:11]C)=[CH:9][CH:10]=1)[CH2:2][CH2:3][CH3:4].C(O)(=O)C.Br>O>[CH2:1]([C:5]1[CH:6]=[C:7]([OH:13])[C:8](=[CH:9][CH:10]=1)[OH:11])[CH2:2][CH2:3][CH3:4]. Reported procedure: A mixture of 5.64 g (29 mM) of 4-n-butylveratrole, 18.54 g (309 mM) of acetic acid and 55.62 g (323 mM) of 47% hydrobromic acid was heated under reflux for 4 hours with stirring. The reaction mixture wa cooled to the room temperature and added with 50 ml of water. The separated oil was extracted with ether. The ether solution was successively washed with 50 ml of water, 75 g of 5% aqueous sodium thiosulfate solution, and further twice with each 50 ml of water. The resulting solution was dried wi... Starting materials: CCC(CC)Nc1nc(Cl)ncc1Br, Clc1ncc(Br)c(Cl)n1, NC1CCCC1. The product is Clc1ncc(Br)c(NC2CCCC2)n1. Reaction SMILES: [Br:16][c:17]1[c:18]([NH:24][CH:25]([CH2:26][CH3:27])[CH2:28][CH3:29])[n:19][c:20]([Cl:23])[n:21][cH:22]1.[Br:7][c:8]1[c:9]([Cl:10])[n:11][c:12]([Cl:13])[n:14][cH:15]1.[CH:1]1([NH2:2])[CH2:3][CH2:4][CH2:5][CH2:6]1>>[Br:16][c:17]1[c:18]([NH:24][CH:25]2[CH2:26][CH2:27][CH2:29][CH2:28]2)[n:19][c:20]([Cl:23])[n:21][cH:22]1. Product: C(C)OP(=O)(OCC)/C=C/C=1C(=NN(C1)C1=CC=CC=C1)OCC1=CC(=C(OCC=2N=C(OC2C)C2=CC=C(C=C2)CC(=O)OCC)C=C1)OC (ethyl {4-[4-({4-[({4-[(E)-2-(diethoxyphosphoryl)ethenyl]-1-phenyl-1H-pyrazol-3-yl}oxy)methyl]-2-methoxyphenoxy}methyl)-5-methyl-1,3-oxazol-2-yl]phenyl}acetate). Reported procedure: To a mixture of ethyl (4-{4-[(4-{[(4-formyl-1-phenyl-1H-pyrazol-3-yl)oxy]methyl}-2-methoxyphenoxy)methyl]-5-methyl-1,3-oxazol-2-yl}phenyl)acetate (0.45 g), tetraethyl methylenediphosphonate (0.25 g) and N,N-dimethylformamide (10 mL) was added sodium hydride (60% in oil, 0.04 g) at room temperature, and the mixture was stirred at the same temperature for 1 hr. Water was poured into the reaction mixture, and the mixture was extracted with ethyl acetate. The organic layer was washed with saturated ... Solvent: O (Water). The reactants are C(=O)C=1C(=NN(C1)C1=CC=CC=C1)OCC1=CC(=C(OCC=2N=C(OC2C)C2=CC=C(C=C2)CC(=O)OCC)C=C1)OC (ethyl (4-{4-[(4-{[(4-formyl-1-phenyl-1H-pyrazol-3-yl)oxy]methyl}-2-methoxyphenoxy)methyl]-5-methyl-1,3-oxazol-2-yl}phenyl)acetate), C(P(OCC)(OCC)=O)P(OCC)(OCC)=O (tetraethyl methylenediphosphonate), CN(C=O)C (N,N-dimethylformamide), [H-].[Na+] (sodium hydride). RXN SMILES: [CH:1]([C:3]1[C:4]([O:14][CH2:15][C:16]2[CH:41]=[CH:40][C:19]([O:20][CH2:21][C:22]3[N:23]=[C:24]([C:28]4[CH:33]=[CH:32][C:31]([CH2:34][C:35]([O:37][CH2:38][CH3:39])=[O:36])=[CH:30][CH:29]=4)[O:25][C:26]=3[CH3:27])=[C:18]([O:42][CH3:43])[CH:17]=2)=[N:5][N:6]([C:8]2[CH:13]=[CH:12][CH:11]=[CH:10][CH:9]=2)[CH:7]=1)=O.[CH2:44](P(=O)(OCC)OCC)[P:45](=[O:52])([O:49][CH2:50][CH3:51])[O:46][CH2:47][CH3:48].CN(C)C=O.[H-].[Na+]>O>[CH2:47]([O:46][P:45](/[CH:44]=[CH:1]/[C:3]1[C:4]([O:14][CH2:15][C:16]2[CH:41]=[CH:40][C:19]([O:20][CH2:21][C:22]3[N:23]=[C:24]([C:28]4[CH:29]=[CH:30][C:31]([CH2:34][C:35]([O:37][CH2:38][CH3:39])=[O:36])=[CH:32][CH:33]=4)[O:25][C:26]=3[CH3:27])=[C:18]([O:42][CH3:43])[CH:17]=2)=[N:5][N:6]([C:8]2[CH:9]=[CH:10][CH:11]=[CH:12][CH:13]=2)[CH:7]=1)([O:49][CH2:50][CH3:51])=[O:52])[CH3:48] |f:3.4|. Isolated yield 50.6%. Reaction conditions: time 1 hour.